Dataset: the Open Reaction Database (ORD), a public repository of structured organic reaction records. Task: describe an organic reaction: reactants, conditions, products, and yield Reactants: Palladium tetrakistriphenylphosphine, ClC=1C=C2C(=NC1I)N=C(N2COCC[Si](C)(C)C)O[C@@H]2CO[C@H]1[C@@H]2OC[C@H]1O ((3R,3aR,6R,6aR)-6-((6-chloro-5-iodo-1-((2-(trimethylsilyl)-ethoxy)methyl)-1H-imidazo[4,5-b]pyridin-2-yl)oxy)hexahydrofuro[3,2-b]furan-3-ol), ClC=1C=C2C(=NC1I)N=C(N2COCC[Si](C)(C)C)O[C@@H]2CO[C@H]1[C@@H]2OC[C@H]1O ((3R,3aR,6R,6aR)-6-((6-chloro-5-iodo-1-((2-(trimethylsilyl)-ethoxy)methyl)-1H-imidazo[4,5-b]pyridin-2-yl)oxy)hexahydrofuro[3,2-b]furan-3-ol), S1CCC(=CC1)B1OC(C(O1)(C)C)(C)C (2-(3,6-dihydro-2H-thiopyran-4-yl)-4,4,5,5-tetramethyl-1,3,2-dioxaborolane), S1CCC(=CC1)B1OC(C(O1)(C)C)(C)C (2-(3,6-dihydro-2H-thiopyran-4-yl)-4,4,5,5-tetramethyl-1,3,2-dioxaborolane), [O-]P(=O)([O-])[O-].[K+].[K+].[K+] (potassium phosphate tribasic). Solvent: O (water), O1CCOCC1 (dioxane). Conditions: temperature 85 celsius. Yields the product ClC=1C=C2C(=NC1C=1CCSCC1)N=C(N2COCC[Si](C)(C)C)O[C@@H]2CO[C@H]1[C@@H]2OC[C@H]1O ((3R,3aR,6R,6aR)-6-((6-chloro-5-(3,6-dihydro-2H-thiopyran-4-yl)-1-((2-(trimethylsilyl)-ethoxy)methyl)-1H-imidazo[4,5-b]pyridin-2-yl)oxy)hexahydrofuro[3,2-b]furan-3-ol). Reaction SMILES: [Cl:1][C:2]1[CH:3]=[C:4]2[N:11]([CH2:12][O:13][CH2:14][CH2:15][Si:16]([CH3:19])([CH3:18])[CH3:17])[C:10]([O:20][C@H:21]3[C@H:25]4[O:26][CH2:27][C@@H:28]([OH:29])[C@H:24]4[O:23][CH2:22]3)=[N:9][C:5]2=[N:6][C:7]=1I.[S:30]1[CH2:35][CH:34]=[C:33](B2OC(C)(C)C(C)(C)O2)[CH2:32][CH2:31]1.[O-]P([O-])([O-])=O.[K+].[K+].[K+]>O.O1CCOCC1>[Cl:1][C:2]1[CH:3]=[C:4]2[N:11]([CH2:12][O:13][CH2:14][CH2:15][Si:16]([CH3:19])([CH3:18])[CH3:17])[C:10]([O:20][C@H:21]3[C@H:25]4[O:26][CH2:27][C@@H:28]([OH:29])[C@H:24]4[O:23][CH2:22]3)=[N:9][C:5]2=[N:6][C:7]=1[C:33]1[CH2:34][CH2:35][S:30][CH2:31][CH:32]=1 |f:2.3.4.5|. Procedure: Palladium tetrakistriphenylphosphine (41.7 mg, 0.036 mmol) was added to a stirred suspension of (3R,3aR,6R,6aR)-6-((6-chloro-5-iodo-1-((2-(trimethylsilyl)ethoxy)methyl)-1H-imidazo[4,5-b]pyridin-2-yl)oxy)-hexahydrofuro[3,2-b]furan-3-ol (Intermediate 3, 100.0 mg, 0.181 mmol), 2-(3,6-dihydro-2H-thiopyran-4-yl)-4,4,5,5-tetramethyl-1,3,2-dioxaborolane (Intermediate 45, 61.2 mg, 0.270 mmol), and potassium phosphate tribasic (115.0 mg, 0.542 mmol) in degassed 20% water in dioxane (1.85 mL). The reactio... As a reaction SMILES: [CH2:14]([Li:15])[CH2:16][CH2:17][CH3:18].[CH3:19][CH2:20][CH2:21][CH2:22][CH2:23][CH3:24].[O:25]1[CH2:26][CH2:29][CH2:28][CH2:27]1.[o:1]1[cH:2][c:3]([CH2:6][c:7]2[c:8]([Br:13])[cH:9][cH:10][cH:11][cH:12]2)[cH:4][cH:5]1>>[o:1]1[cH:2][c:3]([CH2:6][c:7]2[c:8]([CH:26]=[O:25])[cH:9][cH:10][cH:11][cH:12]2)[cH:4][cH:5]1. The product is O=Cc1ccccc1Cc1ccoc1. Reactants: [Li]CCCC, CCCCCC, C1CCOC1, Brc1ccccc1Cc1ccoc1. Reactants: ClC=1C=C2C=CC(=NC2=CC1)N1CCC(CC1)CCN (2-[1-(6-chloroquinolin-2-yl)piperidin-4-yl]ethylamine), ClC(=O)OC1=CC=C(C=C1)[N+](=O)[O-] (4-nitrophenyl chloroformate), C(C)(C)N(C(C)C)CC (N,N-diisopropylethylamine), N,N-dimethylaminopyridine, C(C)(C)OC(C)C (diisopropyl ether), pure product. Run in CCCCCC (hexane). The product is ClC=1C=C2C=CC(=NC2=CC1)N1CCC(CC1)CCNC(OC1=CC=C(C=C1)[N+](=O)[O-])=O (4-Nitrophenyl 2-[1-(6-chloroquinolin-2-yl)piperidin-4-yl]ethylcarbamate). Reaction SMILES: [Cl:1][C:2]1[CH:3]=[C:4]2[C:9](=[CH:10][CH:11]=1)[N:8]=[C:7]([N:12]1[CH2:17][CH2:16][CH:15]([CH2:18][CH2:19][NH2:20])[CH2:14][CH2:13]1)[CH:6]=[CH:5]2.Cl[C:22]([O:24][C:25]1[CH:30]=[CH:29][C:28]([N+:31]([O-:33])=[O:32])=[CH:27][CH:26]=1)=[O:23].C(N(CC)C(C)C)(C)C.C(OC(C)C)(C)C>CCCCCC>[Cl:1][C:2]1[CH:3]=[C:4]2[C:9](=[CH:10][CH:11]=1)[N:8]=[C:7]([N:12]1[CH2:13][CH2:14][CH:15]([CH2:18][CH2:19][NH:20][C:22](=[O:23])[O:24][C:25]3[CH:26]=[CH:27][C:28]([N+:31]([O-:33])=[O:32])=[CH:29][CH:30]=3)[CH2:16][CH2:17]1)[CH:6]=[CH:5]2. Reported procedure: The process is performed according to the method described in Example 1 (step 1.5.). Starting with 5.00 g (17.25 mmol) of 2-[1-(6-chloroquinolin-2-yl)piperidin-4-yl]ethylamine, prepared in step 6.3., 3.825 g (18.98 mmol) of 4-nitrophenyl chloroformate, 4.46 g (34.51 mmol) of N,N-diisopropylethylamine and 0.105 p (0.86 mmol) of N,N-dimethylaminopyridine, and after triturating from a mixture of diisopropyl ether and hexane, 7.8 g of pure product are obtained in the form of a white powder. Reactants: FC(C=1C=C2C(=NC1)CN(C2)C(C2=CC=CC=C2)(C2=CC=CC=C2)C2=CC=CC=C2)(F)F (3-Trifluoromethyl-6-trityl-6,7-dihydro-5H-pyrrolo[3,4-b]pyridine), FC(C(=O)O)(F)F (trifluoroacetic acid). The product is FC(C=1C=C2C(=NC1)CNC2)(F)F (3-Trifluoromethyl-6,7-dihydro-5H-pyrrolo[3,4-b]pyridine). RXN SMILES: [F:1][C:2]([F:32])([F:31])[C:3]1[CH:4]=[C:5]2[CH2:11][N:10](C(C3C=CC=CC=3)(C3C=CC=CC=3)C3C=CC=CC=3)[CH2:9][C:6]2=[N:7][CH:8]=1.FC(F)(F)C(O)=O>>[F:32][C:2]([F:1])([F:31])[C:3]1[CH:4]=[C:5]2[CH2:11][NH:10][CH2:9][C:6]2=[N:7][CH:8]=1. Procedure details: Prepared in analogy to Example A2(c) from 3-Trifluoromethyl-6-trityl-6,7-dihydro-5H-pyrrolo[3,4-b]pyridine and trifluoroacetic acid. Yellow oil. MS (m/e): 189.4 ([M+H+, 100%). Starting materials: Cc1cc(Br)cc(C)c1I, Brc1ccccc1, [Li]CCCC, [Cl-], [Cl-], C1CCOC1, [Zn+2]. Yields the product Cc1cc(Br)cc(C)c1-c1ccccc1. As a reaction SMILES: [Br:13][c:14]1[cH:15][c:16]([CH3:22])[c:17]([I:21])[c:18]([CH3:20])[cH:19]1.[Br:6][c:7]1[cH:8][cH:9][cH:10][cH:11][cH:12]1.[CH2:1]([Li:2])[CH2:3][CH2:4][CH3:5].[Cl-:28].[Cl-:30].[O:23]1[CH2:24][CH2:25][CH2:26][CH2:27]1.[Zn+2:29]>>[c:7]1(-[c:17]2[c:16]([CH3:22])[cH:15][c:14]([Br:13])[cH:19][c:18]2[CH3:20])[cH:8][cH:9][cH:10][cH:11][cH:12]1. Starting materials: C(C)(C)N(SC=1SC2=C(N1)C=CC=C2)C(C)C (N,N-diisopropyl-2-benzothiazolesulphenamide), Cl[O-].[Na+] (sodium hypochlorite), C([O-])([O-])=O.[Na+].[Na+] (sodium carbonate), C([O-])(O)=O.[Na+] (sodium bicarbonate), [O-]Cl.[Na+] (NaClO). Run in O (water). Reaction conditions: time 10 hour. The product is C(C)(C)N(S(=O)C=1SC2=C(N1)C=CC=C2)C(C)C (2-N,N-diisopropylbenzo-thiazole-sulphinamide). Yield: 84.5%. Reaction SMILES: [CH:1]([N:4]([CH:15]([CH3:17])[CH3:16])[S:5][C:6]1[S:7][C:8]2[CH:14]=[CH:13][CH:12]=[CH:11][C:9]=2[N:10]=1)([CH3:3])[CH3:2].C(=O)([O-])[O-:19].[Na+].[Na+].C(=O)(O)[O-].[Na+].Cl[O-].[Na+]>O>[CH:15]([N:4]([CH:1]([CH3:3])[CH3:2])[S:5]([C:6]1[S:7][C:8]2[CH:14]=[CH:13][CH:12]=[CH:11][C:9]=2[N:10]=1)=[O:19])([CH3:17])[CH3:16] |f:1.2.3,4.5,6.7|. Reported procedure: 133 parts of N,N-diisopropyl-2-benzothiazolesulphenamide are suspended in 400 parts of water in an apparatus provided with a stirrer and a thermometer. 20 parts of sodium carbonate and 20 parts of sodium bicarbonate are added. 400 parts by volume of a sodium hypochlorite solution titrating 180 g. per liter of NaClO are gradually introduced in a period of 1 hour, with good stirring, at a temperature of 25°-28° C. The mixture is stirred for a further 10 hours at 20°-25° C. The solid is filtered of... Reactants: COC(N=C(C(=NC1=CC=C(C=C1)C1=NOC(=N1)C)C1=CC(=C(C(=C1)OC)OC)CO)SC)=O ([2-(3-hydroxymethyl-4,5-dimethoxyphenyl)-2-[4-(5-methyl-[1,2,4]oxadiazol-3-yl)phenylimino]-1-methylsulfanylethylidene]carbamic acid methyl ester), CN(C1=CC=CC2=CC=CC(=C12)N(C)C)C (1,8-bis(dimethylamino)naphthalene), F[B-](F)(F)F (BF4), C(O)([O-])=O.[Na+] (sodium hydrogencarbonate). Run in ClCCl (dichloromethane), C(C)(=O)OCC (ethyl acetate). Run at time 5 hour. Yields the product COC(N=C(C(=NC1=CC=C(C=C1)C1=NOC(=N1)C)C1=CC(=C(C(=C1)COC)OC)OC)SC)=O ([2-(3,4-dimethoxy-5-methoxymethylphenyl)-2-[4-(5-methyl-[1,2,4]oxadiazol-3-yl)phenylimino]-1-methylsulfanylethylidene]carbamic acid methyl ester). Yield: 51.0%. As a reaction SMILES: [CH3:1][O:2][C:3](=[O:34])[N:4]=[C:5]([S:32][CH3:33])[C:6]([C:20]1[CH:25]=[C:24]([O:26][CH3:27])[C:23]([O:28][CH3:29])=[C:22]([CH2:30][OH:31])[CH:21]=1)=[N:7][C:8]1[CH:13]=[CH:12][C:11]([C:14]2[N:18]=[C:17]([CH3:19])[O:16][N:15]=2)=[CH:10][CH:9]=1.[CH3:35]N(C)C1C2C(=CC=CC=2N(C)C)C=CC=1.F[B-](F)(F)F.C(=O)([O-])O.[Na+]>ClCCl.C(OCC)(=O)C>[CH3:1][O:2][C:3](=[O:34])[N:4]=[C:5]([S:32][CH3:33])[C:6]([C:20]1[CH:21]=[C:22]([CH2:30][O:31][CH3:35])[C:23]([O:28][CH3:29])=[C:24]([O:26][CH3:27])[CH:25]=1)=[N:7][C:8]1[CH:13]=[CH:12][C:11]([C:14]2[N:18]=[C:17]([CH3:19])[O:16][N:15]=2)=[CH:10][CH:9]=1 |f:3.4|. Reported procedure: After dissolving 322 mg of [2-(3-hydroxymethyl-4,5-dimethoxyphenyl)-2-[4-(5-methyl-[1,2,4]oxadiazol-3-yl)phenylimino]-1-methylsulfanylethylidene]carbamic acid methyl ester in 5 ml of dichloromethane, 364 mg of 1,8-bis(dimethylamino)naphthalene and 240 mg of Me3O+BF4 were added and the mixture was stirred at room temperature for 5 hours. Saturated aqueous sodium hydrogencarbonate was added to the reaction mixture and extraction was performed with ethyl acetate. The organic layer was dried over an...